This data is from the Open Reaction Database (ORD), a public repository of structured organic reaction records. The task is: describe an organic reaction: reactants, conditions, products, and yield Reactants: CC(=O)O, COC(=O)c1ccc(C#Cc2ccc(C3CCCN3C)cn2)cc1, CO, [K+], [OH-]. Product: CN1CCCC1c1ccc(C#Cc2ccc(C(=O)O)cc2)nc1. Reaction SMILES: [C:27]([OH:28])(=[O:29])[CH3:30].[CH3:1][N:2]1[CH:3]([c:7]2[cH:8][cH:9][c:10]([C:13]#[C:14][c:15]3[cH:16][cH:17][c:18]([C:19](=[O:20])[O:21][CH3:22])[cH:23][cH:24]3)[n:11][cH:12]2)[CH2:4][CH2:5][CH2:6]1.[CH3:31][OH:32].[K+:26].[OH-:25]>>[CH3:1][N:2]1[CH:3]([c:7]2[cH:8][cH:9][c:10]([C:13]#[C:14][c:15]3[cH:16][cH:17][c:18]([C:19](=[O:20])[OH:21])[cH:23][cH:24]3)[n:11][cH:12]2)[CH2:4][CH2:5][CH2:6]1. The reactants are C1(=CC=CC=C1)OC (anisole), [Cl-].[Al+3].[Cl-].[Cl-] (aluminium chloride), C1(CCCCCC1)C(=O)Cl (cycloheptanecarbonyl chloride). The product is C1(CCCCCC1)C(=O)C1=CC=C(C=C1)OC (4-Methoxyphenyl cycloheptyl ketone). As a reaction SMILES: [C:1]1([O:7][CH3:8])[CH:6]=[CH:5][CH:4]=[CH:3][CH:2]=1.[Cl-].[Al+3].[Cl-].[Cl-].[CH:13]1([C:20](Cl)=[O:21])[CH2:19][CH2:18][CH2:17][CH2:16][CH2:15][CH2:14]1>>[CH:13]1([C:20]([C:4]2[CH:5]=[CH:6][C:1]([O:7][CH3:8])=[CH:2][CH:3]=2)=[O:21])[CH2:19][CH2:18][CH2:17][CH2:16][CH2:15][CH2:14]1 |f:1.2.3.4|. Reported procedure: In analogy to the procedure of Example I, the title compound is prepared from 31.7 g (0.293 mol) of anisole, 47 g (0.352 mol) of aluminium chloride and 49.5 g (0.308 mol) of cycloheptanecarbonyl chloride. The reactants are O=C([O-])[O-], COCCOC, [Cl-], [Li+], [Na+], [Na+], O=C(c1ccc2c(c1)OCCO2)N1C2C=C(OS(=O)(=O)C(F)(F)F)CC1CC2, O, OB(O)c1ccccc1, c1ccc(P(c2ccccc2)(c2ccccc2)[Pd](P(c2ccccc2)(c2ccccc2)c2ccccc2)(P(c2ccccc2)(c2ccccc2)c2ccccc2)P(c2ccccc2)(c2ccccc2)c2ccccc2)cc1. The product is O=C(c1ccc2c(c1)OCCO2)N1C2C=C(c3ccccc3)CC1CC2. RXN SMILES: [C:1](=[O:2])([O-:3])[O-:4].[CH3:123][O:124][CH2:125][CH2:126][O:127][CH3:128].[Cl-:45].[Li+:44].[Na+:5].[Na+:6].[O:7]1[CH2:8][CH2:9][O:10][c:11]2[c:12]1[cH:13][cH:14][c:15]([C:17](=[O:18])[N:19]1[CH:20]3[CH:21]=[C:22]([O:27][S:28]([C:29]([F:30])([F:31])[F:32])(=[O:33])=[O:34])[CH2:23][CH:24]1[CH2:25][CH2:26]3)[cH:16]2.[OH2:129].[OH:35][B:36]([OH:37])[c:38]1[cH:39][cH:40][cH:41][cH:42][cH:43]1.[cH:46]1[cH:47][cH:48][c:49]([P:50]([Pd:51]([P:52]([c:53]2[cH:54][cH:55][cH:56][cH:57][cH:58]2)([c:59]2[cH:60][cH:61][cH:62][cH:63][cH:64]2)[c:65]2[cH:66][cH:67][cH:68][cH:69][cH:70]2)([P:71]([c:72]2[cH:73][cH:74][cH:75][cH:76][cH:77]2)([c:78]2[cH:79][cH:80][cH:81][cH:82][cH:83]2)[c:84]2[cH:85][cH:86][cH:87][cH:88][cH:89]2)[P:90]([c:91]2[cH:92][cH:93][cH:94][cH:95][cH:96]2)([c:97]2[cH:98][cH:99][cH:100][cH:101][cH:102]2)[c:103]2[cH:104][cH:105][cH:106][cH:107][cH:108]2)([c:109]2[cH:110][cH:111][cH:112][cH:113][cH:114]2)[c:115]2[cH:116][cH:117][cH:118][cH:119][cH:120]2)[cH:121][cH:122]1>>[O:7]1[CH2:8][CH2:9][O:10][c:11]2[c:12]1[cH:13][cH:14][c:15]([C:17](=[O:18])[N:19]1[CH:20]3[CH:21]=[C:22]([c:38]4[cH:39][cH:40][cH:41][cH:42][cH:43]4)[CH2:23][CH:24]1[CH2:25][CH2:26]3)[cH:16]2. The reactants are N(C1=CC=CC=C1)C(C(C(=O)NC1=CC=CC=C1)C1=NC=C(C(=O)O)C=C1)=O (6-[2-anilino-1-(anilinocarbonyl)-2-oxoethyl]nicotinic acid), CCN=C=NCCCN(C)C (EDCI), C=1C=CC2=C(C1)N=NN2O (HOBT), C1(=C(C=CC=C1)N)N (1,2-phenylenediamine). Solvent: CN(C)C=O (DMF). Run at time 30 minute. Product: NC1=C(C=CC=C1)NC(=O)C=1C=CC(=NC1)C(C(=O)NC1=CC=CC=C1)C(=O)NC1=CC=CC=C1 (2-(5-{[(2-aminophenyl)amino]carbonyl}pyridin-2-yl)-N,N′-diphenylmalonamide). The yield is 37.0%. Reaction SMILES: [NH:1]([C:8](=[O:28])[CH:9]([C:19]1[CH:27]=[CH:26][C:22]([C:23]([OH:25])=O)=[CH:21][N:20]=1)[C:10]([NH:12][C:13]1[CH:18]=[CH:17][CH:16]=[CH:15][CH:14]=1)=[O:11])[C:2]1[CH:7]=[CH:6][CH:5]=[CH:4][CH:3]=1.CCN=C=NCCCN(C)C.[CH:40]1[CH:41]=[CH:42][C:43]2[N:48](O)N=[N:46][C:44]=2[CH:45]=1.C1(N)C=CC=CC=1N>CN(C=O)C>[NH2:46][C:44]1[CH:45]=[CH:40][CH:41]=[CH:42][C:43]=1[NH:48][C:23]([C:22]1[CH:26]=[CH:27][C:19]([CH:9]([C:8]([NH:1][C:2]2[CH:7]=[CH:6][CH:5]=[CH:4][CH:3]=2)=[O:28])[C:10]([NH:12][C:13]2[CH:18]=[CH:17][CH:16]=[CH:15][CH:14]=2)=[O:11])=[N:20][CH:21]=1)=[O:25]. Procedure details: To a solution of 6-[2-anilino-1-(anilinocarbonyl)-2-oxoethyl]nicotinic acid (35 mg, 0.093 mmol) in DMF (1 mL) at room temperature was added EDCI (22 mg, 0.11 mmol) and HOBT (14 mg, 0.10 mmol). The solution was stirred for 30 min and 1,2-phenylenediamine (34 mg, 0.31 mmol) was added in one portion. The reaction mixture was stirred at room temperature for 18 h and purified by reverse phase HPLC (5% to 80% MeCN in water) to give 2-(5-{[(2-aminophenyl)amino]carbonyl}pyridin-2-yl)-N,N′-diphenylmalona... Reactants: C(C)(C)S(=O)(=O)C1=C(C=C(C=C1)[N+](=O)[O-])C1N(CCC1C(=O)OC)C(=O)OC(C)(C)C (1-tert-Butyl 3-methyl 2-(2-(isopropylsulfonyl)-5-nitrophenyl)pyrrolidine-1,3-dicarboxylate), Cl (hydrogen chloride). Run at time 2 hour. The product is Cl.C(C)(C)S(=O)(=O)C1=C(C=C(C=C1)[N+](=O)[O-])C1NCCC1C(=O)OC (Methyl 2-(2-(isopropylsulfonyl)-5-nitrophenyl)pyrrolidine-3-carboxylate hydrochloride). RXN SMILES: [CH:1]([S:4]([C:7]1[CH:12]=[CH:11][C:10]([N+:13]([O-:15])=[O:14])=[CH:9][C:8]=1[CH:16]1[CH:20]([C:21]([O:23][CH3:24])=[O:22])[CH2:19][CH2:18][N:17]1C(OC(C)(C)C)=O)(=[O:6])=[O:5])([CH3:3])[CH3:2].[ClH:32]>>[ClH:32].[CH:1]([S:4]([C:7]1[CH:12]=[CH:11][C:10]([N+:13]([O-:15])=[O:14])=[CH:9][C:8]=1[CH:16]1[CH:20]([C:21]([O:23][CH3:24])=[O:22])[CH2:19][CH2:18][NH:17]1)(=[O:5])=[O:6])([CH3:3])[CH3:2] |f:2.3|. Procedure details: To 20E (100 mg, 0.20 mmol) was added hydrogen chloride (1 mL, 4M solution in dioxane). After stirring for 2 h at rt, the reaction was triturated with ether and filtered to give 24A (90 mg) as a white solid. Reactants: NC=1C=C(C(=O)O)C=C(C1C(C1=CC=CC=C1)=O)[N+](=O)[O-] (3-amino-4-benzoyl5-nitrobenzoic acid), NC=1C=C(C(=O)O)C=C(C1C(C1=CC=C(C=C1)Cl)=O)[N+](=O)[O-] (3-amino-4-(4'-chlorobenzoyl)-5-nitrobenzoic acid). Yields the product ClC1=CC=C(C(=O)C2=C(C=C(C(=O)O)C=C2[N+](=O)[O-])O)C=C1 (4-(4'-chlorobenzoyl)-3-hydroxy-5-nitrobenzoic acid), hemihydrate. RXN SMILES: NC1C=C(C=C([N+]([O-])=O)C=1C(=O)C1C=CC=CC=1)C(O)=[O:6].N[C:23]1[CH:24]=[C:25]([CH:29]=[C:30]([N+:41]([O-:43])=[O:42])[C:31]=1[C:32](=[O:40])[C:33]1[CH:38]=[CH:37][C:36]([Cl:39])=[CH:35][CH:34]=1)[C:26]([OH:28])=[O:27]>>[Cl:39][C:36]1[CH:37]=[CH:38][C:33]([C:32]([C:31]2[C:30]([N+:41]([O-:43])=[O:42])=[CH:29][C:25]([C:26]([OH:28])=[O:27])=[CH:24][C:23]=2[OH:6])=[O:40])=[CH:34][CH:35]=1. Procedure details: By replacing in Example 1, step A, 3-amino-4-benzoyl5-nitrobenzoic acid with 3-amino-4-(4'-chlorobenzoyl)-5-nitrobenzoic acid and following the procedure described, 4-(4'-chlorobenzoyl)-3-hydroxy-5-nitrobenzoic acid is obtained as a hemihydrate with a melting point of 266.5°-267.5° C.